This data is from the Open Reaction Database (ORD), a public repository of structured organic reaction records. The task is: describe an organic reaction: reactants, conditions, products, and yield Starting materials: Kiliani's reagent, CC=1C[C@@H]2CC[C@H]3[C@@H]4CC[C@@H]([C@@]4(C)CC[C@@H]3[C@]2(CC1)C)O (3-methyl-5α-androst-2-en-17β-ol), O (water). Solvent: CC(=O)C (acetone). Yields the product CC=1C[C@@H]2CC[C@H]3[C@@H]4CCC([C@@]4(C)CC[C@@H]3[C@]2(CC1)C)=O (3-methyl-5α-androst-2-en-17-one). Isolated yield 83.6%. RXN SMILES: [CH3:1][C:2]1[CH2:3][C@H:4]2[C@:17]([CH3:20])([CH2:18][CH:19]=1)[C@@H:16]1[C@H:7]([C@H:8]3[C@@:12]([CH2:14][CH2:15]1)([CH3:13])[C@@H:11]([OH:21])[CH2:10][CH2:9]3)[CH2:6][CH2:5]2.O>CC(C)=O>[CH3:1][C:2]1[CH2:3][C@H:4]2[C@:17]([CH3:20])([CH2:18][CH:19]=1)[C@@H:16]1[C@H:7]([C@H:8]3[C@@:12]([CH2:14][CH2:15]1)([CH3:13])[C:11](=[O:21])[CH2:10][CH2:9]3)[CH2:6][CH2:5]2. Reported procedure: Kiliani's reagent (100 ml) was added slowly to a solution of 3-methyl-5α-androst-2-en-17β-ol (43 g) in acetone (170 ml). When the addition was complete, water was added to give a precipitate, which was filtered off. The product was redissolved in acetone and water was again added. The precipitate was filtered off, washed with water and dried to give 3-methyl-5α-androst-2-en-17-one (35.7 g). A sample was recrystallised from ether-light petroleum (40°-60°) and from ether to give pure material, m.p... Reactants: CI, CC(C)=O, [K+], [K+], O=C([O-])[O-], O, O=Cc1cccc(O)c1. Product: COc1cccc(C=O)c1. Reaction SMILES: [CH3:16][I:17].[CH3:19][C:20](=[O:21])[CH3:22].[K+:10].[K+:11].[O-:12][C:13]([O-:14])=[O:15].[OH2:18].[OH:1][c:2]1[cH:3][c:4]([CH:5]=[O:6])[cH:7][cH:8][cH:9]1>>[O:1]([c:2]1[cH:3][c:4]([CH:5]=[O:6])[cH:7][cH:8][cH:9]1)[CH3:13]. The reactants are C1(=CC=CC=C1)[O-] (phenolate), BrC1=C(C(=C(C=C1)O)Br)Br (tribromophenol), ClCC1=C(C(=O)Cl)C=CC=C1 (o-chloromethyl benzoyl chloride), 13. Run in [OH-].[Na+] (sodium hydroxide), COCCO (methyl glycol). Conditions: temperature 0 celsius, time 1 hour. Yields the product BrC1=C(C(=C(C=C1)OC(C1=C(C=CC=C1)CCl)=O)Br)Br (o-chloromethylbenzoic acid tribromophenyl ester). The yield is 82.0%. As a reaction SMILES: [Br:1][C:2]1[CH:7]=[CH:6][C:5]([OH:8])=[C:4]([Br:9])[C:3]=1[Br:10].[Cl:11][CH2:12][C:13]1[CH:21]=[CH:20][CH:19]=[CH:18][C:14]=1[C:15](Cl)=[O:16].C1([O-])C=CC=CC=1>[OH-].[Na+].COCCO>[Br:1][C:2]1[CH:7]=[CH:6][C:5]([O:8][C:15](=[O:16])[C:14]2[CH:18]=[CH:19][CH:20]=[CH:21][C:13]=2[CH2:12][Cl:11])=[C:4]([Br:9])[C:3]=1[Br:10] |f:3.4|. Procedure: In a two-liter three-necked flask, 40 g of sodium hydroxide was dissolved in 950 ml of methyl glycol at 60° C, and then 331 g (= 1 mole) of tribromophenol was stirred in, and then 189 g (= 1 mole) of o-chloromethyl benzoyl chloride was added, drop by drop, with stirring, over a period of 13/4 hours, at a reaction mixture temperature not exceeding 40° C, into the clear phenolate solution, cooled to 30° to 40° C. Stirring was then continued for one hour at room temperature; the mixture was then co... Reaction SMILES: [CH2:1]([C:8]1[CH:9]=[C:10](I)[C:11]([OH:14])=[N:12][CH:13]=1)[C:2]1[CH:7]=[CH:6][CH:5]=[CH:4][CH:3]=1.[C:16]([C:18]1[CH:32]=[CH:31][C:21]([CH2:22][N:23]2[CH2:26][CH:25]([C:27]([O:29][CH3:30])=[O:28])[CH2:24]2)=[CH:20][C:19]=1[F:33])#[CH:17]>>[F:33][C:19]1[CH:20]=[C:21]([CH2:22][N:23]2[CH2:26][CH:25]([C:27]([O:29][CH3:30])=[O:28])[CH2:24]2)[CH:31]=[CH:32][C:18]=1[C:16]1[O:14][C:11]2=[N:12][CH:13]=[C:8]([CH2:1][C:2]3[CH:7]=[CH:6][CH:5]=[CH:4][CH:3]=3)[CH:9]=[C:10]2[CH:17]=1. Yields the product FC=1C=C(C=CC1C1=CC=2C(=NC=C(C2)CC2=CC=CC=C2)O1)CN1CC(C1)C(=O)OC (Methyl 1-((3-fluoro-4-(5-(phenylmethyl)furo[2,3-b]pyridin-2-yl)phenyl)methyl)-3-azetidinecarboxylate). Procedure: Synthesized according to Scheme B3 and general procedure G from 5-benzyl-3-iodopyridin-2-ol (0.400 g, 1.29 mmol) and methyl 1-(4-ethynyl-3-fluorobenzyl)azetidine-3-carboxylate (0.381 g, 1.54 mmol): light yellow solid. MS (ESI) m/z: Calculated: 430.2; Observed: 431.1 (M++1). The reactants are C(C1=CC=CC=C1)C=1C=C(C(=NC1)O)I (5-benzyl-3-iodopyridin-2-ol), C(#C)C1=C(C=C(CN2CC(C2)C(=O)OC)C=C1)F (methyl 1-(4-ethynyl-3-fluorobenzyl)azetidine-3-carboxylate). Reactants: C(C)NC(=O)NC1=CC=C(C=C1)C=1N=C(C2=C(N1)CNCC2)N2[C@H](COCC2)C ((S)-1-ethyl-3-(4-(4-(3-methylmorpholino)-5,6,7,8-tetrahydropyrido[3,4-d]pyrimidin-2-yl)phenyl)urea), CN1CCC(CC1)=O (1-methylpiperidin-4-one). Product: C(C)NC(=O)NC1=CC=C(C=C1)C=1N=C(C2=C(N1)CN(CC2)C2CCN(CC2)C)N2[C@H](COCC2)C ((S)-1-ethyl-3-(4-(4-(3-methylmorpholino)-7-(1-methylpiperidin-4-yl)-5,6,7,8-tetrahydropyrido[3,4-d]pyrimidin-2-yl)phenyl)urea). As a reaction SMILES: [CH2:1]([NH:3][C:4]([NH:6][C:7]1[CH:12]=[CH:11][C:10]([C:13]2[N:14]=[C:15]([N:23]3[CH2:28][CH2:27][O:26][CH2:25][C@@H:24]3[CH3:29])[C:16]3[CH2:22][CH2:21][NH:20][CH2:19][C:17]=3[N:18]=2)=[CH:9][CH:8]=1)=[O:5])[CH3:2].[CH3:30][N:31]1[CH2:36][CH2:35][C:34](=O)[CH2:33][CH2:32]1>>[CH2:1]([NH:3][C:4]([NH:6][C:7]1[CH:8]=[CH:9][C:10]([C:13]2[N:14]=[C:15]([N:23]3[CH2:28][CH2:27][O:26][CH2:25][C@@H:24]3[CH3:29])[C:16]3[CH2:22][CH2:21][N:20]([CH:34]4[CH2:35][CH2:36][N:31]([CH3:30])[CH2:32][CH2:33]4)[CH2:19][C:17]=3[N:18]=2)=[CH:11][CH:12]=1)=[O:5])[CH3:2]. Procedure details: Compound eg was synthesized according to the procedure described in Example 8 reacting (S)-1-ethyl-3-(4-(4-(3-methylmorpholino)-5,6,7,8-tetrahydropyrido[3,4-d]pyrimidin-2-yl)phenyl)urea with 1-methylpiperidin-4-one. LC-MS: m/z=+494 (M+H)+. The reactants are CN1CCNCC1, CC#N, CCN(C(C)C)C(C)C, COc1cc(Cl)cc(C(C)Nc2cc(F)ccc2S(C)(=O)=O)c1OC. Product: COc1cc(Cl)cc(C(C)Nc2cc(N3CCN(C)CC3)ccc2S(C)(=O)=O)c1OC. As a reaction SMILES: [CH3:26][N:27]1[CH2:28][CH2:29][NH:30][CH2:31][CH2:32]1.[CH3:42][C:43]#[N:44].[CH:33]([N:34]([CH2:35][CH3:36])[CH:37]([CH3:38])[CH3:39])([CH3:40])[CH3:41].[Cl:1][c:2]1[cH:3][c:4]([O:24][CH3:25])[c:5]([O:22][CH3:23])[c:6]([CH:8]([CH3:9])[NH:10][c:11]2[c:12]([S:18](=[O:19])(=[O:20])[CH3:21])[cH:13][cH:14][c:15]([F:17])[cH:16]2)[cH:7]1>>[Cl:1][c:2]1[cH:3][c:4]([O:24][CH3:25])[c:5]([O:22][CH3:23])[c:6]([CH:8]([CH3:9])[NH:10][c:11]2[c:12]([S:18](=[O:19])(=[O:20])[CH3:21])[cH:13][cH:14][c:15]([N:30]3[CH2:29][CH2:28][N:27]([CH3:26])[CH2:32][CH2:31]3)[cH:16]2)[cH:7]1. The reactants are [Li]CCCC (BuLi), BrC1=CNC=2N=C(N=C(C21)Cl)Cl (5-bromo-2,4-dichloro-7H-pyrrolo[2,3-d]pyrimidine), CI (MeI). The solvent is C1CCOC1 (THF). Reaction conditions: temperature -78 celsius. The product is ClC=1N=C(C2=C(N1)NC=C2C)Cl (2,4-dichloro-5-methyl-7H-pyrrolo[2,3-d]pyrimidine). RXN SMILES: Br[C:2]1[C:10]2[C:9]([Cl:11])=[N:8][C:7]([Cl:12])=[N:6][C:5]=2[NH:4][CH:3]=1.[Li][CH2:14]CCC.CI>C1COCC1>[Cl:12][C:7]1[N:8]=[C:9]([Cl:11])[C:10]2[C:2]([CH3:14])=[CH:3][NH:4][C:5]=2[N:6]=1. Procedure details: 1.4 g 5-bromo-2,4-dichloro-7H-pyrrolo[2,3-d]pyrimidine (4) (5.2 mmol) was dissolved in 200 mL of THF. After cooling to −78° C., 9.75 mL of BuLi (1.6M solution in Hexanes, 15.6 mmol) was slowly added over a period of 30 minutes, then stirred for 30 minutes at −78° C. before 396 uL of MeI (6.24 mmol) was dropwise added into the reaction mixture over a period of one hour. The reaction mixture was stirred at −78° C. for one more hour and quenched by adding 20 mL of saturated aqueous NH4Cl solution a...